This data is from the Open Reaction Database (ORD), a public repository of structured organic reaction records. The task is: describe an organic reaction: reactants, conditions, products, and yield Reaction SMILES: [CH2:1]([S:17][CH2:18][CH:19]([O:22][CH3:23])[CH2:20][Br:21])[CH2:2][CH2:3][CH2:4][CH2:5][CH2:6][CH2:7][CH2:8][CH2:9][CH2:10][CH2:11][CH2:12][CH2:13][CH2:14][CH2:15][CH3:16].[CH2:24](SCC(COS(C)(=O)=O)OCC)CCCCCCCCCCCCCCC.[Br-].[Li+]>>[CH2:1]([S:17][CH2:18][CH:19]([O:22][CH2:23][CH3:24])[CH2:20][Br:21])[CH2:2][CH2:3][CH2:4][CH2:5][CH2:6][CH2:7][CH2:8][CH2:9][CH2:10][CH2:11][CH2:12][CH2:13][CH2:14][CH2:15][CH3:16] |f:2.3|. Yield: 93.0%. Starting materials: C(CCCCCCCCCCCCCCC)SCC(CBr)OC ((±)-1-hexadecylthio-2-methoxy-3-bromopropane), C(CCCCCCCCCCCCCCC)SCC(OCC)COS(=O)(=O)C ((±)-1-S-hexadecyl-2-O-ethyl-3-O-mesylthioglycerol), [Br-].[Li+] (lithium bromide). Reported procedure: This compound was prepared in an analogous manner to that (±)-1-hexadecylthio-2-methoxy-3-bromopropane with 6.0 grams (0.014 mole) of (±)-1-S-hexadecyl-2-O-ethyl-3-O-mesylthioglycerol and 20.0 grams (0.07 mole) of lithium bromide. Silica gel column chromatography as before gave 5.5 grams (93%) of product as an oil. 1H-NMR (CDCl3): delta, 0.87(t, 3H, terminal methyl), 1.2-1.6[m, 31H, (CH2)14, CH3 --CH2 --O], 2.58(m, 2H, S--CH2), 2.62(m, 2H, CH--CH2 --S), 3.3-3.5(m, 5H, CH, CH3 --CH2 --O, CH2 --Br... The product is C(CCCCCCCCCCCCCCC)SCC(CBr)OCC ((±)-1-hexadecylthio-2-ethoxy-3-bromopropane).